This data is from the Open Reaction Database (ORD), a public repository of structured organic reaction records. The task is: describe an organic reaction: reactants, conditions, products, and yield Starting materials: CC(C)CCC(CC(O)C(Cc1ccccc1)NC(=O)OC(C)(C)C)C(=O)NC1CC2CCC1C2, CC(CC(O)C(N)Cc1ccccc1)C(=O)NC1CC2CCC1C2. Product: CC(C)CCC(CC(O)C(N)Cc1ccccc1)C(=O)NC1CC2CCC1C2. As a reaction SMILES: [C:1]([O:2][C:3](=[O:4])[NH:7][CH:8]([CH:9]([CH2:10][CH:11]([CH2:12][CH2:13][CH:14]([CH3:15])[CH3:16])[C:17]([NH:18][CH:19]1[CH:20]2[CH2:21][CH2:22][CH:23]([CH2:24]1)[CH2:25]2)=[O:26])[OH:27])[CH2:28][c:29]1[cH:30][cH:31][cH:32][cH:33][cH:34]1)([CH3:5])([CH3:6])[CH3:35].[CH:36]12[CH2:37][CH:38]([CH2:39][CH2:40]1)[CH2:41][CH:42]2[NH:43][C:44](=[O:45])[CH:46]([CH3:47])[CH2:48][CH:49]([OH:50])[CH:51]([NH2:52])[CH2:53][c:54]1[cH:55][cH:56][cH:57][cH:58][cH:59]1>>[NH2:7][CH:8]([CH:9]([CH2:10][CH:11]([CH2:12][CH2:13][CH:14]([CH3:15])[CH3:16])[C:17]([NH:18][CH:19]1[CH:20]2[CH2:21][CH2:22][CH:23]([CH2:24]1)[CH2:25]2)=[O:26])[OH:27])[CH2:28][c:29]1[cH:30][cH:31][cH:32][cH:33][cH:34]1. The reactants are CN(CCn1c(=O)oc2cccnc21)Cc1ccccc1, CO. The product is CNCCn1c(=O)oc2cccnc21. Reaction SMILES: [CH3:1][N:2]([CH2:3][c:4]1[cH:5][cH:6][cH:7][cH:8][cH:9]1)[CH2:10][CH2:11][n:12]1[c:13](=[O:21])[o:14][c:15]2[c:16]1[n:17][cH:18][cH:19][cH:20]2.[CH3:22][OH:23]>>[CH3:1][NH:2][CH2:10][CH2:11][n:12]1[c:13](=[O:21])[o:14][c:15]2[c:16]1[n:17][cH:18][cH:19][cH:20]2. Reactants: FC1=C(C=CC(=C1)B1OC(C(O1)(C)C)(C)C)C=1N=CC(=NC1)N (5-(2-fluoro-4-(4,4,5,5-tetramethyl-1,3,2-dioxaborolan-2-yl)phenyl)pyrazin-2-amine), COC1=C(C=CC=C1)Br (2-methoxybromobenzene). Yields the product FC=1C=C(C=CC1C=1N=CC(=NC1)N)C1=C(C=CC=C1)OC (5-(3-Fluoro-2′-methoxybiphenyl-4-yl)pyrazin-2-amine). Reaction SMILES: [F:1][C:2]1[CH:7]=[C:6](B2OC(C)(C)C(C)(C)O2)[CH:5]=[CH:4][C:3]=1[C:17]1[N:18]=[CH:19][C:20]([NH2:23])=[N:21][CH:22]=1.[CH3:24][O:25][C:26]1[CH:31]=[CH:30][CH:29]=[CH:28][C:27]=1Br>>[F:1][C:2]1[CH:7]=[C:6]([C:27]2[CH:28]=[CH:29][CH:30]=[CH:31][C:26]=2[O:25][CH3:24])[CH:5]=[CH:4][C:3]=1[C:17]1[N:18]=[CH:19][C:20]([NH2:23])=[N:21][CH:22]=1. Procedure details: The title compound was prepared using analogous conditions to those described in Example 1 utilizing 5-(2-fluoro-4-(4,4,5,5-tetramethyl-1,3,2-dioxaborolan-2-yl)phenyl)pyrazin-2-amine and 2-methoxybromobenzene. MS (ESI): mass calcd. for C17H14FN3O, 295.11; m/z found, 296.1 [M+H]+. 1H NMR (400 MHz, CD3OD) δ 8.38 (s, 1H), 8.08 (s, 1H), 7.85 (m, 1H), 7.45-7.29 (m, 4H), 7.14-7.00 (m, 2H), 3.84 (s, 3H). Reactants: ClC1=C2C3=C(C(NC2=NC=C1)=O)C=CC=C3 (1-Chloro-5H-benzo[c][1,8]naphthyridin-6-one), CC(C)(C)[O-].[Na+] (NaOtBu), ClC1=C(C2=C(OCO2)C=C1)N (5-chloro-benzo[1,3]dioxol-4-ylamine), CC(C)C1=CC(=C(C(=C1)C(C)C)C2=C(C=CC=C2)P(C3CCCCC3)C4CCCCC4)C(C)C (X-Phos). Reagents/catalysts: CC(=O)[O-].CC(=O)[O-].[Pd+2] (Pd(OAc)2). The solvent is O1CCOCC1 (dioxane), CCOC(=O)C.O (EtOAc H2O). Conditions: temperature 100 celsius, time 8 hour. The product is ClC1=C(C2=C(OCO2)C=C1)NC1=C2C3=C(C(NC2=NC=C1)=O)C=CC=C3 (1-(5-Chloro-benzo[1,3]dioxol-4-ylamino)-5H-benzo[c][1,8]naphthyridin-6-one). The yield is 76.2%. Reaction SMILES: Cl[C:2]1[CH:11]=[CH:10][N:9]=[C:8]2[C:3]=1[C:4]1[CH:16]=[CH:15][CH:14]=[CH:13][C:5]=1[C:6](=[O:12])[NH:7]2.[Cl:17][C:18]1[CH:26]=[CH:25][C:21]2[O:22][CH2:23][O:24][C:20]=2[C:19]=1[NH2:27].CC(C1C=C(C(C)C)C(C2C=CC=CC=2P(C2CCCCC2)C2CCCCC2)=C(C(C)C)C=1)C.CC([O-])(C)C.[Na+]>O1CCOCC1.CCOC(C)=O.O.CC([O-])=O.CC([O-])=O.[Pd+2]>[Cl:17][C:18]1[CH:26]=[CH:25][C:21]2[O:22][CH2:23][O:24][C:20]=2[C:19]=1[NH:27][C:2]1[CH:11]=[CH:10][N:9]=[C:8]2[C:3]=1[C:4]1[CH:16]=[CH:15][CH:14]=[CH:13][C:5]=1[C:6](=[O:12])[NH:7]2 |f:3.4,6.7,8.9.10|. Procedure: Compound 83 (250 mg, 1.08 mmol), 5-chloro-benzo[1,3]dioxol-4-ylamine (279 mg, 1.63 mmol), Pd(OAc)2 (12 mg, 0.05 mmol), X-Phos (52 mg, 0.11 mmol), and NaOtBu (312 mg, 3.25 mmol) were suspended in dioxane (2 mL), and stirred overnight at 100° C. The reaction mixture was diluted with EtOAc/H2O. The resulting precipitate was filtered, washed with EtOAc/H2O, and dried under vacuum to provide 188 (301 mg, 76% yield) as a white solid. LC-MS (M+H=366, obsd.=366).